This data is from the Open Reaction Database (ORD), a public repository of structured organic reaction records. The task is: describe an organic reaction: reactants, conditions, products, and yield Reactants: O=C(Cl)Cc1ccc(Br)cc1, ClCCl, C[Si](C)(C)c1cc2ccccc2o1. Product: O=C(Cc1ccc(Br)cc1)c1cc2ccccc2o1. RXN SMILES: [Br:14][c:15]1[cH:16][cH:17][c:18]([CH2:21][C:22](=[O:23])[Cl:24])[cH:19][cH:20]1.[CH2:25]([Cl:26])[Cl:27].[o:1]1[c:2]([Si:10]([CH3:11])([CH3:12])[CH3:13])[cH:3][c:4]2[c:5]1[cH:6][cH:7][cH:8][cH:9]2>>[o:1]1[c:2]([C:22]([CH2:21][c:18]2[cH:17][cH:16][c:15]([Br:14])[cH:20][cH:19]2)=[O:23])[cH:3][c:4]2[c:5]1[cH:6][cH:7][cH:8][cH:9]2. Reactants: O=C(Cl)c1ccccc1, COC(=O)C1CCn2cc(Cl)cc21, Cc1ccccc1C. The product is COC(=O)C1CCn2c1cc(Cl)c2C(=O)c1ccccc1. RXN SMILES: [C:14]([c:15]1[cH:16][cH:17][cH:18][cH:19][cH:20]1)(=[O:21])[Cl:22].[Cl:1][c:2]1[cH:3][c:4]2[n:5]([cH:13]1)[CH2:6][CH2:7][CH:8]2[C:9](=[O:10])[O:11][CH3:12].[c:23]1([CH3:24])[c:25]([CH3:26])[cH:27][cH:28][cH:29][cH:30]1>>[Cl:1][c:2]1[cH:3][c:4]2[n:5]([c:13]1[C:14]([c:15]1[cH:16][cH:17][cH:18][cH:19][cH:20]1)=[O:21])[CH2:6][CH2:7][CH:8]2[C:9](=[O:10])[O:11][CH3:12].